Dataset: the Open Reaction Database (ORD), a public repository of structured organic reaction records. Task: describe an organic reaction: reactants, conditions, products, and yield Reactants: C(C)(C)(C)OC(=O)N[C@@H](C(C)C)C(=O)O (N-(tert-butoxycarbonyl)-L-valine), C=1C=CC2=C(C1)N=NN2O (HOBT), C1CCC(CC1)N=C=NC2CCCCC2 (DCC), Cl.Cl.N[C@H]([C@H](CN1[C@@H](CCC1)C(F)(F)F)O)CC1=CC=CC=C1 (1-[(2S, 3S)-3-Amino-2-hydroxy-4-phenyl-butyl ]-(2S)-2-(trifluoromethyl)-pyrrolidine dihydrochloride), CN1CCOCC1 (N-methylmorpholine). The solvent is ClCCl (dichloromethane), ClCCl (dichloromethane). Conditions: time 5 minute. The product is C(C)(C)(C)OC(=O)N[C@@H](C(C)C)C(=O)N[C@H]([C@H](CN1[C@@H](CCC1)C(F)(F)F)O)CC1=CC=CC=C1 (1-[(2S, 3S)-3-[(N-tert-Butoxycarbonyl-L-valinyl)amino]-2-hydroxy-4-phenylbutyl]-(2S)-2-(trifluoromethyl)pyrrolidine). RXN SMILES: [C:1]([O:5][C:6]([NH:8][C@H:9]([C:13]([OH:15])=O)[CH:10]([CH3:12])[CH3:11])=[O:7])([CH3:4])([CH3:3])[CH3:2].C1C=CC2N(O)N=NC=2C=1.C1CCC(N=C=NC2CCCCC2)CC1.Cl.Cl.[NH2:43][C@@H:44]([CH2:57][C:58]1[CH:63]=[CH:62][CH:61]=[CH:60][CH:59]=1)[C@@H:45]([OH:56])[CH2:46][N:47]1[CH2:51][CH2:50][CH2:49][C@H:48]1[C:52]([F:55])([F:54])[F:53].CN1CCOCC1>ClCCl>[C:1]([O:5][C:6]([NH:8][C@H:9]([C:13]([NH:43][C@@H:44]([CH2:57][C:58]1[CH:59]=[CH:60][CH:61]=[CH:62][CH:63]=1)[C@@H:45]([OH:56])[CH2:46][N:47]1[CH2:51][CH2:50][CH2:49][C@H:48]1[C:52]([F:55])([F:53])[F:54])=[O:15])[CH:10]([CH3:11])[CH3:12])=[O:7])([CH3:2])([CH3:3])[CH3:4] |f:3.4.5|. Procedure: A stirred solution, cooled to 0° C., of 4.81 g (22.13 mmol) of N-(tert-butoxycarbonyl)-L-valine and 3.29 g (24.35 mmol) of HOBT in 40 ml of anhydrous dichloromethane was treated with 5.29 g (25.65 mmol) of DCC and stirred for 5 min. A solution of 3.70 g (20.12 mmol) of the compound from Example 2 and 8.85 ml (80.48 mmol) of N-methylmorpholine in 30 l of dichloromethane was then added dropwise. The cooling bath was removed and the reaction solution was stirred at room temperature for 2 h. The end... Reactants: O=C([O-])[O-], CCOC(C)=O, CC(C)I, [K+], [K+], CN(C)C=O, O=Cc1cc([N+](=O)[O-])ccc1O. The product is CC(C)Oc1ccc([N+](=O)[O-])cc1C=O. As a reaction SMILES: [C:17](=[O:18])([O-:19])[O-:20].[CH3:28][CH2:29][O:30][C:31](=[O:32])[CH3:33].[CH:13]([CH3:14])([CH3:15])[I:16].[K+:21].[K+:22].[O:23]=[CH:24][N:25]([CH3:26])[CH3:27].[OH:1][c:2]1[c:3]([CH:4]=[O:5])[cH:6][c:7]([N+:10](=[O:11])[O-:12])[cH:8][cH:9]1>>[O:1]([c:2]1[c:3]([CH:4]=[O:5])[cH:6][c:7]([N+:10](=[O:11])[O-:12])[cH:8][cH:9]1)[CH:13]([CH3:14])[CH3:15]. Starting materials: C(C)(C)(CC)OO (t-amyl hydroperoxide), ClC(=O)OC1=CC=CC=C1 (phenyl chloroformate), ClC(=O)OC1=C(C=C(C=C1)C)C (2,4-dimethylphenyl chloroformate), C(C)(C)(C)OO (t-butyl hydroperoxide). Product: C(OOOC(C)(C)CC)(OC1=C(C=C(C=C1)C)C)=O (t-amylperoxy 2,4-dimethylphenyl carbonate). Yield: 65.0%. Reaction SMILES: [C:1]([O:6][OH:7])([CH2:4][CH3:5])([CH3:3])[CH3:2].Cl[C:9]([O:11][C:12]1[CH:17]=[CH:16][C:15]([CH3:18])=[CH:14][C:13]=1[CH3:19])=[O:10].C([O:24]O)(C)(C)C.ClC(OC1C=CC=CC=1)=O>>[C:9](=[O:24])([O:11][C:12]1[CH:17]=[CH:16][C:15]([CH3:18])=[CH:14][C:13]=1[CH3:19])[O:10][O:7][O:6][C:1]([CH2:4][CH3:5])([CH3:3])[CH3:2]. Reported procedure: A reaction was carried out in the same manner as described in Example 1, except that t-amyl hydroperoxide and 2,4-dimethylphenyl chloroformate were used in place of t-butyl hydroperoxide and phenyl chloroformate used in Example 1, to obtain 35.7 g (yield: 65%) of a compound having a GLC purity of 92%, which was a colorless liquid at room temperature. Reactants: N(=NC(=O)OC(C)C)C(=O)OC(C)C (Diisopropyl azodicarboxylate), OCC1CCN(CC1)C(=O)OC(C)C (1-methylethyl 4-(hydroxymethyl)-1-piperidinecarboxylate), BrC1=CC=C(C=C1)O (4-bromophenol), C1=CC=C(C=C1)P(C2=CC=CC=C2)C3=CC=CC=C3 (Ph3P), crude product. Run in CCOCC (Et2O), C1CCOC1 (THF), C1CCOC1 (THF). Conditions: time 8 hour. Product: BrC1=CC=C(C=C1)OCC1CCN(CC1)C(=O)OC(C)C (1-methylethyl 4-{[(4-bromophenyl)oxy]methyl}-1-piperidinecarboxylate). The yield is 54.6%. RXN SMILES: N(C(OC(C)C)=O)=NC(OC(C)C)=O.[OH:15][CH2:16][CH:17]1[CH2:22][CH2:21][N:20]([C:23]([O:25][CH:26]([CH3:28])[CH3:27])=[O:24])[CH2:19][CH2:18]1.[Br:29][C:30]1[CH:35]=[CH:34][C:33](O)=[CH:32][CH:31]=1.C1C=CC(P(C2C=CC=CC=2)C2C=CC=CC=2)=CC=1>C1COCC1.CCOCC>[Br:29][C:30]1[CH:35]=[CH:34][C:33]([O:15][CH2:16][CH:17]2[CH2:22][CH2:21][N:20]([C:23]([O:25][CH:26]([CH3:28])[CH3:27])=[O:24])[CH2:19][CH2:18]2)=[CH:32][CH:31]=1. Procedure details: Diisopropyl azodicarboxylate (9.1 mL, 46.27 mmol) in THF (15 mL) was added dropwise to a solution of 1-methylethyl 4-(hydroxymethyl)-1-piperidinecarboxylate (7.76 g, 38.56 mmol), 4-bromophenol (6.67 g, 38.56 mmol) and Ph3P (13.15 g, 50.12 mmol) in THF (85 mL) at −20° C. The reaction mixture was allowed to warm to ambient temperature and stirred at ambient temperature overnight. The mixture was concentrated, and the residue was purified by chromatography on a silica gel column using 0 to 25% EtOA... The reactants are C(C)OC(=O)CO[C@H]1CN(CC1)C(=O)OC(C)(C)C (tert-Butyl (3R)-3-(ethoxycarbonylmethoxy)pyrrolidine-1-carboxylate), Cl (HCl). Run in O1CCOCC1 (1,4-dioxane). Conditions: time 3 hour. The product is Cl.N1C[C@@H](CC1)OCC(=O)OCC ((R)-ethyl 2-(pyrrolidin-3-yloxy)acetate hydrochloride). Reaction SMILES: [CH2:1]([O:3][C:4]([CH2:6][O:7][C@@H:8]1[CH2:12][CH2:11][N:10](C(OC(C)(C)C)=O)[CH2:9]1)=[O:5])[CH3:2].[ClH:20]>O1CCOCC1>[ClH:20].[NH:10]1[CH2:11][CH2:12][C@@H:8]([O:7][CH2:6][C:4]([O:3][CH2:1][CH3:2])=[O:5])[CH2:9]1 |f:3.4|. Procedure: tert-Butyl (3R)-3-(ethoxycarbonylmethoxy)pyrrolidine-1-carboxylate (4.0 g, 15.42 mmol) was dissolved in 4N HCl in 1,4-dioxane (50 mL), stirred at ambient temperature for 3 hrs, evaporated, co-evaporated with 1,4-dioxane (3×50 mL) and dried under high vacuum to give (R)-ethyl 2-(pyrrolidin-3-yloxy)acetate hydrochloride as an orange oil that solidified on standing.